From a dataset of the Open Reaction Database (ORD), a public repository of structured organic reaction records. describe an organic reaction: reactants, conditions, products, and yield The reactants are CC(C)(C)OC(=O)NC(Cc1ccccc1)C(=O)C1C2CC3CC(C2)CC1(N)C3, ClCCl, O=C(O)C(F)(F)F. Product: NC(Cc1ccccc1)C(=O)C1C2CC3CC(C2)CC1(N)C3. As a reaction SMILES: [C:1]([O:2][C:3]([CH3:4])([CH3:5])[CH3:6])(=[O:7])[NH:8][CH:9]([CH2:10][c:11]1[cH:12][cH:13][cH:14][cH:15][cH:16]1)[C:17](=[O:18])[CH:19]1[C:20]2([NH2:29])[CH2:21][CH:22]3[CH2:23][CH:24]([CH2:25][CH:26]1[CH2:27]3)[CH2:28]2.[Cl:30][CH2:31][Cl:32].[OH:33][C:34]([C:35]([F:36])([F:37])[F:38])=[O:39]>>[NH2:8][CH:9]([CH2:10][c:11]1[cH:12][cH:13][cH:14][cH:15][cH:16]1)[C:17](=[O:18])[CH:19]1[C:20]2([NH2:29])[CH2:21][CH:22]3[CH2:23][CH:24]([CH2:25][CH:26]1[CH2:27]3)[CH2:28]2. Starting materials: Fc1ccc(OC2CCCC2)cc1CBr, CS(C)=O. Product: O=Cc1cc(OC2CCCC2)ccc1F. As a reaction SMILES: [Br:1][CH2:2][c:3]1[c:4]([F:15])[cH:5][cH:6][c:7]([O:9][CH:10]2[CH2:11][CH2:12][CH2:13][CH2:14]2)[cH:8]1.[CH3:16][S:17](=[O:18])[CH3:19]>>[CH:2]([c:3]1[c:4]([F:15])[cH:5][cH:6][c:7]([O:9][CH:10]2[CH2:11][CH2:12][CH2:13][CH2:14]2)[cH:8]1)=[O:18].